This data is from the Open Reaction Database (ORD), a public repository of structured organic reaction records. The task is: describe an organic reaction: reactants, conditions, products, and yield Starting materials: CN(C(CC1=NN=C2N1C1=C(C(=NC2)C2=C(C=CC=C2)Cl)C=CC=C1)=O)C (N,N-dimethyl-6-(o-chlorophenyl)-4H-s-triazolo[4,3-a][1,4]benzodiazepine-1-acetamide), B (borane). The product is CN(CCC1=NN=C2N1C1=C(C(NC2)C2=C(C=CC=C2)Cl)C=CC=C1)C (1-[2-(dimethylamino)ethyl]-5,6-dihydro-6-(o-chlorophenyl)-4H-s-triazolo-[4,3-a][1,4]benzodiazepine). Reaction SMILES: [CH3:1][N:2]([CH3:27])[C:3](=O)[CH2:4][C:5]1[N:9]2[C:10]3[CH:25]=[CH:24][CH:23]=[CH:22][C:11]=3[C:12]([C:15]3[CH:20]=[CH:19][CH:18]=[CH:17][C:16]=3[Cl:21])=[N:13][CH2:14][C:8]2=[N:7][N:6]=1.B>>[CH3:27][N:2]([CH3:1])[CH2:3][CH2:4][C:5]1[N:9]2[C:10]3[CH:25]=[CH:24][CH:23]=[CH:22][C:11]=3[CH:12]([C:15]3[CH:20]=[CH:19][CH:18]=[CH:17][C:16]=3[Cl:21])[NH:13][CH2:14][C:8]2=[N:7][N:6]=1. Procedure details: In the manner given in Example 1, N,N-dimethyl-6-(o-chlorophenyl)-4H-s-triazolo[4,3-a][1,4]benzodiazepine-1-acetamide is reduced with borane to give 1-[2-(dimethylamino)ethyl]-5,6-dihydro-6-(o-chlorophenyl)-4H-s-triazolo-[4,3-a][1,4]benzodiazepine. Starting materials: NC(CC(C(=O)OCC)C)C1=C(C=CC=C1OC)OC (ethyl 4-amino-4-(2,6-dimethoxyphenyl)-2-methylbutanoate), FC(SC1=CC=C(C=O)C=C1)(F)F (4-((trifluoromethyl)thio)benzaldehyde). Yields the product COC1=C(C(=CC=C1)OC)C1CC(C(N1CC1=CC=C(C=C1)SC(F)(F)F)=O)C (5-(2,6-dimethoxyphenyl)-3-methyl-1-(4-((trifluoromethyl)thio)benzyl)pyrrolidin-2-one). RXN SMILES: [NH2:1][CH:2]([C:11]1[C:16]([O:17][CH3:18])=[CH:15][CH:14]=[CH:13][C:12]=1[O:19][CH3:20])[CH2:3][CH:4]([CH3:10])[C:5]([O:7]CC)=O.[F:21][C:22]([F:33])([F:32])[S:23][C:24]1[CH:31]=[CH:30][C:27]([CH:28]=O)=[CH:26][CH:25]=1>>[CH3:18][O:17][C:16]1[CH:15]=[CH:14][CH:13]=[C:12]([O:19][CH3:20])[C:11]=1[CH:2]1[N:1]([CH2:28][C:27]2[CH:30]=[CH:31][C:24]([S:23][C:22]([F:33])([F:21])[F:32])=[CH:25][CH:26]=2)[C:5](=[O:7])[CH:4]([CH3:10])[CH2:3]1. Procedure: Prepared according to the described general procedure 2 (GP2) by reaction of ethyl 4-amino-4-(2,6-dimethoxyphenyl)-2-methylbutanoate with commercially available 4-((trifluoromethyl)thio)benzaldehyde. Subsequent purification by preparative HPLC afforded the target compound. LC-MS (conditions A): tR=0.97 min.; [M+H]+: 425.95 g/mol. The reactants are CC1(C)Cc2cccc(O)c2O1, O=C(Cl)Cl, c1ccncc1, c1ccccc1. Product: CC1(C)Cc2cccc(OC(=O)Cl)c2O1. As a reaction SMILES: [CH3:7][C:8]1([CH3:18])[O:9][c:10]2[c:11]([cH:13][cH:14][cH:15][c:16]2[OH:17])[CH2:12]1.[Cl:19][C:20]([Cl:21])=[O:22].[cH:1]1[cH:2][cH:3][n:4][cH:5][cH:6]1.[cH:23]1[cH:24][cH:25][cH:26][cH:27][cH:28]1>>[CH3:7][C:8]1([CH3:18])[O:9][c:10]2[c:11]([cH:13][cH:14][cH:15][c:16]2[O:17][C:20]([Cl:19])=[O:22])[CH2:12]1. Reactants: O (Water), [H-].[Na+] (sodium hydride), ICCC (1-iodopropane), C(C)(=O)NC1=C(C=C(C=C1)C=1OC2=C(C(C1)=O)C(=C(C(=C2F)C)F)N)F (2-(4-acetylamino-3-fluorophenyl)-5-amino-6,8-difluoro-7-methyl-4H-1-benzopyran-4-one). Solvent: CN(C=O)C (dimethylformamide). Reaction conditions: time 6 hour. Yields the product C(C)(=O)N(CCC)C1=C(C=C(C=C1)C=1OC2=C(C(C1)=O)C(=C(C(=C2F)C)F)N)F (2-[4-[N-acetyl-N-(1-propyl)amino]-3-fluorophenyl]-5-amino-6,8-difluoro-7-methyl-4H-1-benzopyran-4-one). The yield is 55.6%. Reaction SMILES: [C:1]([NH:4][C:5]1[CH:10]=[CH:9][C:8]([C:11]2[O:12][C:13]3[C:21]([F:22])=[C:20]([CH3:23])[C:19]([F:24])=[C:18]([NH2:25])[C:14]=3[C:15](=[O:17])[CH:16]=2)=[CH:7][C:6]=1[F:26])(=[O:3])[CH3:2].[H-].[Na+].I[CH2:30][CH2:31][CH3:32].O>CN(C)C=O>[C:1]([N:4]([C:5]1[CH:10]=[CH:9][C:8]([C:11]2[O:12][C:13]3[C:21]([F:22])=[C:20]([CH3:23])[C:19]([F:24])=[C:18]([NH2:25])[C:14]=3[C:15](=[O:17])[CH:16]=2)=[CH:7][C:6]=1[F:26])[CH2:30][CH2:31][CH3:32])(=[O:3])[CH3:2] |f:1.2|. Reported procedure: 506 mg (1.40 mmol) of the above 2-(4-acetylamino-3-fluorophenyl)-5-amino-6,8-difluoro-7-methyl-4H-1-benzopyran-4-one was dissolved in 30 mL of dimethylformamide under argon atmosphere, 60 mg (1.5 mmol) of sodium hydride (60% oil dispersion) and 0.28 mL (2.8 mmol) of 1-iodopropane were added thereto under ice-cooling and the mixture was stirred at room temperature for 6 hours. Water was added to the reaction solution and the mixture was extracted twice with ethyl acetate. The organic layer was wa... Reactants: BrCCCC1=C2C(C(=O)NC2=O)=CC=C1 (3-bromopropylphthalimide), C(C1=CC=CC=C1)OCC(CCNS(=O)(=O)C1=CC=C(C=C1)C)(F)F (N-(4-benzyloxy-3,3-diflurobutyl)-p-toluenesulfonamide), [I-].[Na+] (sodium iodide), CC(C)([O-])C.[K+] (potassium tert.-butoxide). The solvent is CN(C=O)C (dimethylformamide). Product: C1(C=2C(C(N1CCCN(CCC(COCC1=CC=CC=C1)(F)F)S(=O)(=O)C1=CC=C(C=C1)C)=O)=CC=CC2)=O (1-phthalimido-4-p-toluenesulfonyl-7,7-difluoro-8-benzyloxy-4-aza-octane). Isolated yield 99.8%. RXN SMILES: [CH2:1]([O:8][CH2:9][C:10]([F:25])([F:24])[CH2:11][CH2:12][NH:13][S:14]([C:17]1[CH:22]=[CH:21][C:20]([CH3:23])=[CH:19][CH:18]=1)(=[O:16])=[O:15])[C:2]1[CH:7]=[CH:6][CH:5]=[CH:4][CH:3]=1.[I-].[Na+].[CH3:28][C:29](C)([O-])[CH3:30].[K+].BrCCC[C:38]1[CH:48]=[CH:47][CH:46]=[C:40]2[C:41]([NH:43][C:44](=[O:45])[C:39]=12)=[O:42]>CN(C)C=O>[C:41]1(=[O:42])[N:43]([CH2:28][CH2:29][CH2:30][N:13]([S:14]([C:17]2[CH:18]=[CH:19][C:20]([CH3:23])=[CH:21][CH:22]=2)(=[O:16])=[O:15])[CH2:12][CH2:11][C:10]([F:25])([F:24])[CH2:9][O:8][CH2:1][C:2]2[CH:3]=[CH:4][CH:5]=[CH:6][CH:7]=2)[C:44](=[O:45])[C:39]2=[CH:38][CH:48]=[CH:47][CH:46]=[C:40]12 |f:1.2,3.4|. Procedure details: To a solution of N-(4-benzyloxy-3,3-diflurobutyl)-p-toluenesulfonamide (63.17 g, 171.2 mmoles) and sodium iodide (3 g) in dry dimethylformamide (400 mL) is added solid potassium tert.-butoxide (19.2 g, 171 mmoles) with stirring at room temperature. The compound 3-bromopropylphthalimide (46 g, 171 mmoles) is added, and the mixture is stirred at room temperature overnight. The salts are filtered, and the filtrate is evaporated to dryness. The residue is taken up in dichloromethane (500 mL), filter... Reactants: ClC1=NN=C(C2=CC=CC(=C12)C1=CC=CC=C1)C=1C=NC=C(C1)C1OC(OC1)(C)C (4-chloro-1-(5-(2,2-dimethyl-1,3-dioxolan-4-yl)pyridin-3-yl)-5-phenylphthalazine), N1=C(C=CC=C1)CN (pyridin-2-ylmethanamine). Solvent: C(Cl)Cl (DCM), C1(=CC=CC=C1)C (toluene). Conditions: temperature 100 celsius. Yields the product C1(=CC=CC=C1)C1=C2C(=NN=C(C2=CC=C1)C=1C=C(C=NC1)C(CO)O)NCC1=NC=CC=C1 (1-(5-(5-phenyl-4-((pyridin-2-ylmethyl)amino)phthalazin-1-yl)pyridin-3-yl)ethane-1,2-diol). Yield: 5.1%. Reaction SMILES: Cl[C:2]1[C:11]2[C:6](=[CH:7][CH:8]=[CH:9][C:10]=2[C:12]2[CH:17]=[CH:16][CH:15]=[CH:14][CH:13]=2)[C:5]([C:18]2[CH:19]=[N:20][CH:21]=[C:22]([CH:24]3[CH2:28][O:27]C(C)(C)[O:25]3)[CH:23]=2)=[N:4][N:3]=1.[N:31]1[CH:36]=[CH:35][CH:34]=[CH:33][C:32]=1[CH2:37][NH2:38]>C1(C)C=CC=CC=1.C(Cl)Cl>[C:12]1([C:10]2[CH:9]=[CH:8][CH:7]=[C:6]3[C:11]=2[C:2]([NH:38][CH2:37][C:32]2[CH:33]=[CH:34][CH:35]=[CH:36][N:31]=2)=[N:3][N:4]=[C:5]3[C:18]2[CH:23]=[C:22]([CH:24]([OH:25])[CH2:28][OH:27])[CH:21]=[N:20][CH:19]=2)[CH:17]=[CH:16][CH:15]=[CH:14][CH:13]=1. Reported procedure: To a solution of 4-chloro-1-(5-(2,2-dimethyl-1,3-dioxolan-4-yl)pyridin-3-yl)-5-phenylphthalazine (1.00 g, 2.39 mmol) in toluene (5 mL) was added pyridin-2-ylmethanamine (5.00 mL, 48.5 mmol) the contents were heated at 100° C. for 12 h. The reaction mixture was diluted with DCM (200 mL) and washed with 1.5N HCl (2 ×20 mL). The organic extract was dried over anhydrous Na2SO4, filtered and concentrated under reduced pressure. The resulting crude was purified by preparative HPLC (Condition 18 as des...